This data is from the Open Reaction Database (ORD), a public repository of structured organic reaction records. The task is: describe an organic reaction: reactants, conditions, products, and yield The reactants are BrC1=C(SC=C1)C=O (3-Bromothiophene-2-carbaldehyde), [N-]=[N+]=[N-].[Na+] (sodium azide), O (H2O). Solvent: CS(=O)C (DMSO). Conditions: temperature 65 celsius. Product: N(=[N+]=[N-])C1=C(SC=C1)C=O (3-azidothiophene-2-carbaldehyde). The yield is 76.1%. Reaction SMILES: Br[C:2]1[CH:6]=[CH:5][S:4][C:3]=1[CH:7]=[O:8].[N-:9]=[N+:10]=[N-:11].[Na+].O>CS(C)=O>[N:9]([C:2]1[CH:6]=[CH:5][S:4][C:3]=1[CH:7]=[O:8])=[N+:10]=[N-:11] |f:1.2|. Procedure details: 3-Bromothiophene-2-carbaldehyde (1) (2000 mg, 10.47 mmol) was treated with sodium azide (1994 mg, 30.7 mmol) in DMSO (27 ml). The reaction was heated to 65° C. for 48 h in a sealed 40 mL vial. The reaction mixture was then taken up into H2O (35 mL) and extracted with diethyl ether (3×20 mL). The organic product layer was washed with 25 ml of saturated NaCl solution, dried over Na2SO4, and concentrated in vacuo to give 3-azidothiophene-2-carbaldehyde (1.22 g, 76% yield).